Task: describe an organic reaction: reactants, conditions, products, and yield. Dataset: the Open Reaction Database (ORD), a public repository of structured organic reaction records The reactants are COC1=CC=C(C=C1)C(=O)N=C=S (4-methoxy-1-benzenecarbonyl isothiocyanate), COC1=CC=C(C=C1)C(=O)Cl (4-methoxy-1-benzenecarbonyl chloride), COC=1C=C2C(=CC=NC2=CC1OC)OC1=C(C=C(N)C=C1)F (4-[(6,7-Dimethoxy-4-quinolyl)oxy]-3-fluoroaniline). Solvent: C(C)O (ethanol), C(C)O (ethanol), C1(=CC=CC=C1)C (toluene). Reaction conditions: time 2 hour. Product: COC1=CC=C(C=C1)C(=O)N=C=S (4-Methoxy-1-benzenecarbonyl isothiocyanate), COC=1C=C2C(=CC=NC2=CC1OC)OC1=C(C=C(C=C1)NC(=S)NC(C1=CC=C(C=C1)OC)=O)F (N-{4-[(6,7-Dimethoxy-4-quinolyl)oxy]-3-fluorophenyl}-N′-(4-methoxybenzoyl)thiourea). Yield: 87.0%. As a reaction SMILES: COC1C=CC(C(Cl)=O)=CC=1.[CH3:12][O:13][C:14]1[CH:15]=[C:16]2[C:21](=[CH:22][C:23]=1[O:24][CH3:25])[N:20]=[CH:19][CH:18]=[C:17]2[O:26][C:27]1[CH:33]=[CH:32][C:30]([NH2:31])=[CH:29][C:28]=1[F:34].[CH3:35][O:36][C:37]1[CH:42]=[CH:41][C:40]([C:43]([N:45]=[C:46]=[S:47])=[O:44])=[CH:39][CH:38]=1>C1(C)C=CC=CC=1.C(O)C>[CH3:35][O:36][C:37]1[CH:38]=[CH:39][C:40]([C:43]([N:45]=[C:46]=[S:47])=[O:44])=[CH:41][CH:42]=1.[CH3:12][O:13][C:14]1[CH:15]=[C:16]2[C:21](=[CH:22][C:23]=1[O:24][CH3:25])[N:20]=[CH:19][CH:18]=[C:17]2[O:26][C:27]1[CH:33]=[CH:32][C:30]([NH:31][C:46]([NH:45][C:43](=[O:44])[C:40]2[CH:41]=[CH:42][C:37]([O:36][CH3:35])=[CH:38][CH:39]=2)=[S:47])=[CH:29][C:28]=1[F:34]. Reported procedure: 4-Methoxy-1-benzenecarbonyl isothiocyanate was prepared using commercially available 4-methoxy-1-benzenecarbonyl chloride (80 mg) as a starting compound according to the description of the literature. 4-[(6,7-Dimethoxy-4-quinolyl)oxy]-3-fluoroaniline (50 mg) was dissolved in toluene (5 ml) and ethanol (1 ml) to prepare a solution. A solution of 4-methoxy-1-benzenecarbonyl isothiocyanate in ethanol (1 ml) was then added to the solution, and the mixture was stirred at room temperature for 2 hr. Th... Starting materials: C(C)NC\C=C/C1=C(C=CC(=C1)F)S(=O)(=O)NC1=CC=C2C3C(COC2=C1C(=O)OC)C3 (methyl (1aRS,7bSR)-5-[2((Z)-3-ethylaminoprop-1-enyl)-4-fluorobenzenesulfonylamino]-1,1a,2,7b-tetrahydrocyclopropa[c]chromene-4-carboxylate), N1CCCC1 (pyrrolidine), COC(=O)N(S(=O)(=O)C1=C(C=C(C=C1)F)\C=C/CO)C1=CC=C2C3C(COC2=C1C(=O)OC)C3 (methyl (1aRS,7bSR)-5-{N-[methoxycarbonyl]-N-[2-((Z)-3-hydroxyprop-1-enyl)-4-fluorobenzenesulfonyl]amino}-1,1a,2,7b-tetrahydrocyclopropa[c]chromene-4-carboxylate), COC(=O)N(S(=O)(=O)C1=C(C=C(C=C1)F)\C=C/CO)C1=CC=C2C3C(COC2=C1C(=O)OC)C3 (methyl (1aRS,7bSR)-5-{N-[methoxycarbonyl]-N-[2-((Z)-3-hydroxyprop-1-enyl)-4-fluorobenzenesulfonyl]amino}-1,1a,2,7b-tetrahydrocyclopropa[c]chromene-4-carboxylate). Yields the product N1(CCCC1)C\C=C/C1=C(C=CC(=C1)F)S(=O)(=O)NC1=CC=C2C3C(COC2=C1C(=O)OC)C3 (Methyl (1aRS,7bSR)-5-{2[(Z)-3-(pyrrolidin-1-yl)prop-1-enyl]-4-fluorobenzenesulfonylamino}-1,1a,2,7b-tetrahydrocyclopropa[c]chromene-4-carboxylate). As a reaction SMILES: [CH2:1]([NH:3][CH2:4]/[CH:5]=[CH:6]\[C:7]1[CH:12]=[C:11]([F:13])[CH:10]=[CH:9][C:8]=1[S:14]([NH:17][C:18]1[C:27]([C:28]([O:30][CH3:31])=[O:29])=[C:26]2[C:21]([CH:22]3[CH2:32][CH:23]3[CH2:24][O:25]2)=[CH:20][CH:19]=1)(=[O:16])=[O:15])[CH3:2].COC(N(C1C(C(OC)=O)=C2C(C3CC3CO2)=CC=1)S([C:41]1C=CC(F)=C[C:42]=1/C=C\CO)(=O)=O)=O.N1CCCC1>>[N:3]1([CH2:4]/[CH:5]=[CH:6]\[C:7]2[CH:12]=[C:11]([F:13])[CH:10]=[CH:9][C:8]=2[S:14]([NH:17][C:18]2[C:27]([C:28]([O:30][CH3:31])=[O:29])=[C:26]3[C:21]([CH:22]4[CH2:32][CH:23]4[CH2:24][O:25]3)=[CH:20][CH:19]=2)(=[O:16])=[O:15])[CH2:42][CH2:41][CH2:2][CH2:1]1. Procedure details: Prepared by proceeding in a similar manner to Intermediate 63, starting from methyl (1aRS,7bSR)-5-{N-[methoxycarbonyl]-N-[2-((Z)-3-hydroxyprop-1-enyl)-4-fluorobenzenesulfonyl]amino}-1,1a,2,7b-tetrahydrocyclopropa[c]chromene-4-carboxylate (Intermediate 64) and pyrrolidine as a brown oil. The reactants are N#Cc1c(N2CCOC(CF)C2)sc(C(=O)O)c1-c1ccc(Cl)cc1Cl, CCN=C=NCCCN(C)C, ClCCl, [NH4+], [OH-]. The product is N#Cc1c(N2CCOC(CF)C2)sc(C(N)=O)c1-c1ccc(Cl)cc1Cl. Reaction SMILES: [C:1](#[N:2])[c:3]1[c:4](-[c:19]2[c:20]([Cl:26])[cH:21][c:22]([Cl:25])[cH:23][cH:24]2)[c:5]([C:16](=[O:17])[OH:18])[s:6][c:7]1[N:8]1[CH2:9][CH:10]([CH2:14][F:15])[O:11][CH2:12][CH2:13]1.[CH3:29][CH2:30][N:31]=[C:32]=[N:33][CH2:34][CH2:35][CH2:36][N:37]([CH3:38])[CH3:39].[Cl:40][CH2:41][Cl:42].[NH4+:27].[OH-:28]>>[C:1](#[N:2])[c:3]1[c:4](-[c:19]2[c:20]([Cl:26])[cH:21][c:22]([Cl:25])[cH:23][cH:24]2)[c:5]([C:16](=[O:18])[NH2:31])[s:6][c:7]1[N:8]1[CH2:9][CH:10]([CH2:14][F:15])[O:11][CH2:12][CH2:13]1. Reactants: ClC=1C=C(C=CC1)N1N=CC(=C(C1=O)OC)Br (2-(3-chlorophenyl)-4-methoxy-5-bromo-3(2H)-pyridazinone), CSC1=CC=C(C=C1)B(O)O (4-(methylthio)benzeneboronic acid), N (NH3). Product: ClC=1C=C(C=CC1)N1N=CC(=C(C1=O)OC)C1=CC=C(C=C1)SC (2-(3-Chlorophenyl)-4-methoxy-5-[4-(methylthio)phenyl]-3(2H)-pyridazinone). RXN SMILES: [Cl:1][C:2]1[CH:3]=[C:4]([N:8]2[C:13](=[O:14])[C:12]([O:15][CH3:16])=[C:11](Br)[CH:10]=[N:9]2)[CH:5]=[CH:6][CH:7]=1.[CH3:18][S:19][C:20]1[CH:25]=[CH:24][C:23](B(O)O)=[CH:22][CH:21]=1.N>>[Cl:1][C:2]1[CH:3]=[C:4]([N:8]2[C:13](=[O:14])[C:12]([O:15][CH3:16])=[C:11]([C:23]3[CH:24]=[CH:25][C:20]([S:19][CH3:18])=[CH:21][CH:22]=3)[CH:10]=[N:9]2)[CH:5]=[CH:6][CH:7]=1. Reported procedure: The title compound was prepared according to the method of Example 6 starting with 2-(3-chlorophenyl)-4-methoxy-5-bromo-3(2H)-pyridazinone in place of 2-benzyl-4-bromo-5-methoxy-3(2H)-pyridazinone and substituting 4-(methylthio)benzeneboronic acid in place of 4-fluorobenzeneboronic acid (yield: 3.3 g, 68%). 1H NMR (300 MHz, DMSO-d6) δ 2.54 (s, 3H), 4.03 (s, 3H), 7.40 (d, J=9.0 Hz, 2H), 7.50-7.64 (m, 5H), 7.73-7.77 (m, 1H), 8.18 (s, 1H). MS (DCI/NH3) m/z 359 (M+H)+. Reactants: NC(CC(C(=O)OCC)C)C1=C(C=CC=C1OC)OC (ethyl 4-amino-4-(2,6-dimethoxyphenyl)-2-methylbutanoate), CN1C(=CC2=CC=CC=C12)C=O (1-methyl-1H-indole-2-carbaldehyde). Yields the product COC1=C(C(=CC=C1)OC)C1CC(C(N1CC=1N(C2=CC=CC=C2C1)C)=O)C (5-(2,6-dimethoxyphenyl)-3-methyl-1-((1-methyl-1H-indol-2-yl)methyl)pyrrolidin-2-one). As a reaction SMILES: [NH2:1][CH:2]([C:11]1[C:16]([O:17][CH3:18])=[CH:15][CH:14]=[CH:13][C:12]=1[O:19][CH3:20])[CH2:3][CH:4]([CH3:10])[C:5]([O:7]CC)=O.[CH3:21][N:22]1[C:30]2[C:25](=[CH:26][CH:27]=[CH:28][CH:29]=2)[CH:24]=[C:23]1[CH:31]=O>>[CH3:18][O:17][C:16]1[CH:15]=[CH:14][CH:13]=[C:12]([O:19][CH3:20])[C:11]=1[CH:2]1[N:1]([CH2:31][C:23]2[N:22]([CH3:21])[C:30]3[C:25]([CH:24]=2)=[CH:26][CH:27]=[CH:28][CH:29]=3)[C:5](=[O:7])[CH:4]([CH3:10])[CH2:3]1. Procedure details: Prepared according to the described general procedure 2 (GP2) by reaction of ethyl 4-amino-4-(2,6-dimethoxyphenyl)-2-methylbutanoate with commercially available 1-methyl-1H-indole-2-carbaldehyde. Subsequent purification by preparative HPLC afforded the target compound. LC-MS (conditions A): tR=0.90 min.; [M+H]+: 379.05 g/mol.